describe an organic reaction: reactants, conditions, products, and yield From a dataset of the Open Reaction Database (ORD), a public repository of structured organic reaction records. Reactants: O=C(OC(Cl)(Cl)Cl)Cl (diphosgene), methyl ester, N[C@@H](CCSC)C(=O)O (methionine), C (charcoal). Solvent: O1CCOCC1 (dioxane). Product: [N-]=C=O.COC([C@@H](N)CCSC)=O (methionine methyl ester isocyanate). Reaction SMILES: O=[C:2](Cl)[O:3][C:4](Cl)(Cl)Cl.[NH2:9][C@H:10]([C:15]([OH:17])=[O:16])[CH2:11][CH2:12][S:13][CH3:14].C>O1CCOCC1>[N-:9]=[C:4]=[O:3].[CH3:2][O:16][C:15](=[O:17])[C@H:10]([CH2:11][CH2:12][S:13][CH3:14])[NH2:9] |f:4.5|. Reported procedure: 0.35 mol diphosgene is added dropwise over 1 hour to a mixture of 0.28 mol of the methyl ester of methionine and 0.4 g activated charcoal in 400 mL dioxane under N2. The reaction mixture is then heated and stirred at reflux for 21/2 hours. The reaction mixture is then cooled, filtered, and concentrated to dryness by rotary evaporator, keeping exposure to moisture to a minimum. The crude product is re-dissolved in 100 mL THF, and the pH of the solution is adjusted to 5.5-6.0 by addition of pyridi... Reactants: CCOC(=O)NS(=O)(=O)N(C)S(C)(=O)=O, Clc1ccccc1, COc1cc(C)nc(N)n1. Product: COc1cc(C)nc(NC(=O)NS(=O)(=O)N(C)S(C)(=O)=O)n1. Reaction SMILES: [CH3:1][S:2](=[O:3])(=[O:4])[N:5]([CH3:6])[S:7](=[O:8])(=[O:9])[NH:10][C:11]([O:12][CH2:13][CH3:14])=[O:15].[Cl:26][c:27]1[cH:28][cH:29][cH:30][cH:31][cH:32]1.[NH2:16][c:17]1[n:18][c:19]([CH3:25])[cH:20][c:21]([O:23][CH3:24])[n:22]1>>[CH3:1][S:2](=[O:3])(=[O:4])[N:5]([CH3:6])[S:7](=[O:8])(=[O:9])[NH:10][C:11](=[O:15])[NH:16][c:17]1[n:18][c:19]([CH3:25])[cH:20][c:21]([O:23][CH3:24])[n:22]1. Starting materials: CCN(C(C)C)C(C)C, ClC(Cl)Cl, COc1cc2nccc(Oc3ccc(N)cc3Cl)c2cc1OC, O=C(OC(Cl)(Cl)Cl)OC(Cl)(Cl)Cl, Nc1nnc(C2CC2)s1, O. Yields the product COc1cc2nccc(Oc3ccc(NC(=O)Nc4nnc(C5CC5)s4)cc3Cl)c2cc1OC. As a reaction SMILES: [CH:24]([N:25]([CH:26]([CH3:27])[CH3:28])[CH2:29][CH3:30])([CH3:31])[CH3:32].[CH:54]([Cl:55])([Cl:56])[Cl:57].[Cl:1][c:2]1[cH:3][c:4]([NH2:5])[cH:6][cH:7][c:8]1[O:9][c:10]1[cH:11][cH:12][n:13][c:14]2[cH:15][c:16]([O:22][CH3:23])[c:17]([O:20][CH3:21])[cH:18][c:19]12.[Cl:33][C:34]([Cl:35])([O:36][C:37]([O:38][C:39]([Cl:40])([Cl:41])[Cl:42])=[O:43])[Cl:44].[NH2:45][c:46]1[s:47][c:48]([CH:51]2[CH2:52][CH2:53]2)[n:49][n:50]1.[OH2:58]>>[Cl:1][c:2]1[cH:3][c:4]([NH:5][C:37](=[O:43])[NH:45][c:46]2[s:47][c:48]([CH:51]3[CH2:52][CH2:53]3)[n:49][n:50]2)[cH:6][cH:7][c:8]1[O:9][c:10]1[cH:11][cH:12][n:13][c:14]2[cH:15][c:16]([O:22][CH3:23])[c:17]([O:20][CH3:21])[cH:18][c:19]12. Starting materials: Cl (HCl), C(=O)[O-].[NH4+] (Ammonium formate), C(C1=CC=CC=C1)N1CCC2(CC1)CN(C1=CC=CC(=C12)CNC(C)C)C=1C2=C(N=CN1)CC[C@H]2C ((R)—N-((1′-benzyl-1-(5-methyl-6,7-dihydro-5H-cyclopenta[d]pyrimidin-4-yl)spiro[indoline-3,4′-piperidine]-4-yl)methyl)propan-2-amine). The reagents and catalysts are [Pd] (Pd/C). Solvent: C(Cl)Cl (DCM), CO (MeOH), CCOCC (Et2O). Yields the product Cl.Cl.Cl.C[C@@H]1CCC=2N=CN=C(C21)N2CC1(CCNCC1)C1=C(C=CC=C21)CNC(C)C ((R)—N-((1-(5-methyl-6,7-dihydro-5H-cyclopenta[d]pyrimidin-4-yl)-spiro[indoline-3,4′-piperidine]-4-yl)methyl)propan-2-amine trihydrochloride). Yield: 89.0%. RXN SMILES: C([O-])=O.[NH4+].C([N:12]1[CH2:17][CH2:16][C:15]2([C:25]3[C:20](=[CH:21][CH:22]=[CH:23][C:24]=3[CH2:26][NH:27][CH:28]([CH3:30])[CH3:29])[N:19]([C:31]3[C:32]4[C@H:39]([CH3:40])[CH2:38][CH2:37][C:33]=4[N:34]=[CH:35][N:36]=3)[CH2:18]2)[CH2:14][CH2:13]1)C1C=CC=CC=1.[ClH:41]>CO.C(Cl)Cl.CCOCC.[Pd]>[ClH:41].[ClH:41].[ClH:41].[CH3:40][C@H:39]1[C:32]2[C:31]([N:19]3[C:20]4[C:25](=[C:24]([CH2:26][NH:27][CH:28]([CH3:30])[CH3:29])[CH:23]=[CH:22][CH:21]=4)[C:15]4([CH2:16][CH2:17][NH:12][CH2:13][CH2:14]4)[CH2:18]3)=[N:36][CH:35]=[N:34][C:33]=2[CH2:37][CH2:38]1 |f:0.1,8.9.10.11|. Reported procedure: Ammonium formate (43 mg, 0.68 mmol) and 10% Pd/C (6 mg, 20% weight) was added to a solution of (R)—N-((1′-benzyl-1-(5-methyl-6,7-dihydro-5H-cyclopenta[d]pyrimidin-4-yl)spiro[indoline-3,4′-piperidine]-4-yl)methyl)propan-2-amine (33 mg, 0.069 mmol) in MeOH (0.8 mL). The mixture was allowed to stir at reflux for 4 hours. After cooling, the reaction mixture was filtered through Celite. The filtrate was evaporated in vacuo. The residue was taken up in DCM, washed with saturated aqueous NaHCO3 solutio... The reactants are BrC/C=C/C(=O)N(C)[C@H](C(=O)NC=1C=C(C=CC1)NC(=O)C=1C(=NC(=NC1)NC1=CC=C(C=C1)C(N)=O)NCCC)C ((S,E)-N-(3-(2-(4-bromo-N-methyl-2-butenamido)propanamido)phenyl)-2-((4-carbamoylphenyl)amino)-4-(propylamino)pyrimidine-5-carboxamide), N1CCNCC1 (piperazine). Run in CN(C=O)C (N,N-dimethylformamide). Run at time 40 minute. The product is C(N)(=O)C1=CC=C(C=C1)NC1=NC=C(C(=N1)NCCC)C(=O)NC1=CC(=CC=C1)NC([C@H](C)N(C(\C=C\CN1CCNCC1)=O)C)=O ((S,E)-2-((4-carbamoylphenyl)amino)-N-(3-(2-(N-methyl-4-(piperazin-1-yl)-2-butenamido)propanamido)phenyl)-4-(propylamino)pyrimidine-5-carboxamide). The yield is 56.5%. As a reaction SMILES: Br[CH2:2]/[CH:3]=[CH:4]/[C:5]([N:7]([C@@H:9]([CH3:42])[C:10]([NH:12][C:13]1[CH:14]=[C:15]([NH:19][C:20]([C:22]2[C:23]([NH:38][CH2:39][CH2:40][CH3:41])=[N:24][C:25]([NH:28][C:29]3[CH:34]=[CH:33][C:32]([C:35](=[O:37])[NH2:36])=[CH:31][CH:30]=3)=[N:26][CH:27]=2)=[O:21])[CH:16]=[CH:17][CH:18]=1)=[O:11])[CH3:8])=[O:6].[NH:43]1[CH2:48][CH2:47][NH:46][CH2:45][CH2:44]1>CN(C)C=O>[C:35]([C:32]1[CH:33]=[CH:34][C:29]([NH:28][C:25]2[N:24]=[C:23]([NH:38][CH2:39][CH2:40][CH3:41])[C:22]([C:20]([NH:19][C:15]3[CH:16]=[CH:17][CH:18]=[C:13]([NH:12][C:10](=[O:11])[C@@H:9]([N:7]([CH3:8])[C:5](=[O:6])/[CH:4]=[CH:3]/[CH2:2][N:43]4[CH2:48][CH2:47][NH:46][CH2:45][CH2:44]4)[CH3:42])[CH:14]=3)=[O:21])=[CH:27][N:26]=2)=[CH:30][CH:31]=1)(=[O:37])[NH2:36]. Procedure: To a solution of (S,E)-N-(3-(2-(4-bromo-N-methyl-2-butenamido)propanamido)phenyl)-2-((4-carbamoylphenyl)amino)-4-(propylamino)pyrimidine-5-carboxamide (3-7, 100 mg) in N,N-dimethylformamide (2 mL), piperazine (135 mg) was added at room temperature, and the mixture was stirred at the same temperature for 1 hour and 40 minutes. The solvent was evaporated under reduced pressure, and the obtained residue was purified by basic silica gel column chromatography (eluent, 85% ethyl acetate/15% methanol) ...